Dataset: the Open Reaction Database (ORD), a public repository of structured organic reaction records. Task: describe an organic reaction: reactants, conditions, products, and yield Starting materials: CCOc1ccc2nc(CO)n(C)c2n1, CCCCP(CCCC)CCCC, Cc1ccccc1, O=C(N=NC(=O)N1CCCCC1)N1CCCCC1, O=C1SC(Cc2ccc(O)cc2)C(=O)N1C(c1ccccc1)(c1ccccc1)c1ccccc1. Yields the product CCOc1ccc2nc(COc3ccc(CC4SC(=O)N(C(c5ccccc5)(c5ccccc5)c5ccccc5)C4=O)cc3)n(C)c2n1. Reaction SMILES: [CH2:1]([CH3:2])[O:3][c:4]1[cH:5][cH:6][c:7]2[c:8]([n:9]1)[n:10]([CH3:15])[c:11]([CH2:13][OH:14])[n:12]2.[CH2:50]([P:51]([CH2:52][CH2:53][CH2:54][CH3:55])[CH2:56][CH2:57][CH2:58][CH3:59])[CH2:60][CH2:61][CH3:62].[CH3:81][c:82]1[cH:83][cH:84][cH:85][cH:86][cH:87]1.[N:63]([C:64]([N:65]1[CH2:66][CH2:67][CH2:68][CH2:69][CH2:70]1)=[O:71])=[N:72][C:73]([N:74]1[CH2:75][CH2:76][CH2:77][CH2:78][CH2:79]1)=[O:80].[OH:16][c:17]1[cH:18][cH:19][c:20]([CH2:21][CH:22]2[C:23](=[O:47])[N:24]([C:28]([c:29]3[cH:30][cH:31][cH:32][cH:33][cH:34]3)([c:35]3[cH:36][cH:37][cH:38][cH:39][cH:40]3)[c:41]3[cH:42][cH:43][cH:44][cH:45][cH:46]3)[C:25](=[O:27])[S:26]2)[cH:48][cH:49]1>>[CH2:1]([CH3:2])[O:3][c:4]1[cH:5][cH:6][c:7]2[c:8]([n:9]1)[n:10]([CH3:15])[c:11]([CH2:13][O:14][c:17]1[cH:18][cH:19][c:20]([CH2:21][CH:22]3[C:23](=[O:47])[N:24]([C:28]([c:29]4[cH:30][cH:31][cH:32][cH:33][cH:34]4)([c:35]4[cH:36][cH:37][cH:38][cH:39][cH:40]4)[c:41]4[cH:42][cH:43][cH:44][cH:45][cH:46]4)[C:25](=[O:27])[S:26]3)[cH:48][cH:49]1)[n:12]2. Starting materials: C(CC(O)(C(=O)O)CC(=O)O)(=O)O (citric acid), [H-].[Na+] (sodium hydride), CC(C[C@H](C(C(=O)OCC1=CC=CC=C1)C(=O)OC(C)(C)C)C(=O)OCC1=CC=CC=C1)C (1,2-dibenzyl 1-tert-butyl 4-methyl-1,1,2-(R)-pentanetricarboxylate), C(C=CC1=CC=CC=C1)Br (cinnamyl bromide). Solvent: CN(C=O)C (dimethylformamide). Reaction conditions: time 2.5 hour. Product: CC(C[C@H](C(C(=O)OCC1=CC=CC=C1)(C(=O)OC(C)(C)C)CC=CC1=CC=CC=C1)C(=O)OCC1=CC=CC=C1)C (1,2-dibenzyl 1-tert.butyl 4-methyl-1-(3 -phenylprop-2-en-1-yl)-1,1,2-(R)-pentanetricarboxylate). Yield: 95.9%. RXN SMILES: [H-].[Na+].[CH3:3][CH:4]([CH3:35])[CH2:5][C@@H:6]([C:25]([O:27][CH2:28][C:29]1[CH:34]=[CH:33][CH:32]=[CH:31][CH:30]=1)=[O:26])[CH:7]([C:18]([O:20][C:21]([CH3:24])([CH3:23])[CH3:22])=[O:19])[C:8]([O:10][CH2:11][C:12]1[CH:17]=[CH:16][CH:15]=[CH:14][CH:13]=1)=[O:9].[CH2:36](Br)[CH:37]=[CH:38][C:39]1[CH:44]=[CH:43][CH:42]=[CH:41][CH:40]=1.C(O)(=O)CC(CC(O)=O)(C(O)=O)O>CN(C)C=O>[CH3:3][CH:4]([CH3:35])[CH2:5][C@@H:6]([C:25]([O:27][CH2:28][C:29]1[CH:30]=[CH:31][CH:32]=[CH:33][CH:34]=1)=[O:26])[C:7]([CH2:36][CH:37]=[CH:38][C:39]1[CH:44]=[CH:43][CH:42]=[CH:41][CH:40]=1)([C:18]([O:20][C:21]([CH3:24])([CH3:23])[CH3:22])=[O:19])[C:8]([O:10][CH2:11][C:12]1[CH:17]=[CH:16][CH:15]=[CH:14][CH:13]=1)=[O:9] |f:0.1|. Procedure details: 0.048 g of 60% sodium hydride was added to a stirred solution of 0.45 g of 1,2-dibenzyl 1-tert-butyl 4-methyl-1,1,2-(R)-pentanetricarboxylate in 10 ml of dry dimethylformamide under a nitrogen atmosphere. The mixture was stirred for 0.75 hour at 0° and for a further 2.5 hours at room temperature. The mixture was again cooled to 0° before the addition of 0.236 g of cinnamyl bromide. After allowing the mixture to return slowly to room temperature, the solution was stirred at room temperature for 2... The reactants are ClC1=C(CBr)C=C(C(=C1)F)N(C(C)=O)C(C)=O (2-chloro-4-fluoro-5-diacetylaminobenzyl bromide), C(C)(C)NC(C)C (diisopropylamine), C([O-])([O-])=O.[K+].[K+] (potassium carbonate), C(C)#N (acetonitrile). Solvent: C(C)(=O)OCC (ethyl acetate). Product: C(C)(C)N(C(C)C)CC1=C(C=C(C(=C1)N(C(C)=O)C(C)=O)F)Cl (N,N-diisopropyl-2-chloro-4-fluoro-5-diacetylaminobenzylamine). Yield: 95.7%. As a reaction SMILES: [Cl:1][C:2]1[CH:9]=[C:8]([F:10])[C:7]([N:11]([C:15](=[O:17])[CH3:16])[C:12](=[O:14])[CH3:13])=[CH:6][C:3]=1[CH2:4]Br.[CH:18]([NH:21][CH:22]([CH3:24])[CH3:23])([CH3:20])[CH3:19].C(=O)([O-])[O-].[K+].[K+].C(#N)C>C(OCC)(=O)C>[CH:18]([N:21]([CH2:4][C:3]1[CH:6]=[C:7]([N:11]([C:15](=[O:17])[CH3:16])[C:12](=[O:14])[CH3:13])[C:8]([F:10])=[CH:9][C:2]=1[Cl:1])[CH:22]([CH3:24])[CH3:23])([CH3:20])[CH3:19] |f:2.3.4|. Reported procedure: A mixture of 0.82 g (0.0025 mole) of 2-chloro-4-fluoro-5-diacetylaminobenzyl bromide, 0.28 g (0.0028 mole) of diisopropylamine, 0.39 g (0.0028 mole) of potassium carbonate, and 25 ml of acetonitrile was heated at reflux overnight. The reaction mixture was diluted with ethyl acetate, and the resulting mixture was washed with water. After being dried, the solvent was evaporated under reduced pressure, yielding 0.82 g of N,N-diisopropyl-2-chloro-4-fluoro-5-diacetylaminobenzylamine. Starting materials: [BH4-].[Na+] (sodium borohydride), ClC1=C2CC(NC2=CC=C1)=O (4-chlorooxindole), FC(C(=O)O)(F)F (trifluoroacetic acid). The solvent is O1CCOCC1 (dioxane). Yields the product ClC1=C2CCNC2=CC=C1 (4-chloroindoline). Isolated yield 77.4%. As a reaction SMILES: [Cl:1][C:2]1[CH:10]=[CH:9][CH:8]=[C:7]2[C:3]=1[CH2:4][C:5](=O)[NH:6]2.[BH4-].[Na+].FC(F)(F)C(O)=O>O1CCOCC1>[Cl:1][C:2]1[CH:10]=[CH:9][CH:8]=[C:7]2[C:3]=1[CH2:4][CH2:5][NH:6]2 |f:1.2|. Reported procedure: 5.5 g of 4-chlorooxindole was dissolved in 80 ml of dioxane and 6.2 g of sodium borohydride was suspended in the resulting solution. 12.7 ml of trifluoroacetic acid (d=1.48) was added thereto dropwise at room temperature while stirring. After heat-refluxing the mixture for 4.5 hours, the solvent was removed therefrom under reduced pressure. Water was added to the residue and the water-insoluble materials were removed by filtration and washed with diethyl ether. The filtrate was extracted with di... The reactants are C1=C(C=CC2=CC=CC=C12)COC=1C=C(C=CC1)C(CO)(CCC1(OCC(CO1)(C)C)C)O (2-[3-(naphth-2-ylmethoxy)phenyl]-4-(2,5,5-trimethyl-1,3-dioxan-2-yl)butane-1,2-diol), CC(=O)C (acetone). Yields the product C(C)(=O)CCC1(OC(OC1)(C)C)C1=CC(=CC=C1)OCC1=CC2=CC=CC=C2C=C1 (4-(2-acetylethyl)-2,2-dimethyl-4-[3-(naphth-2-ylmethoxy)phenyl]-1,3-dioxolane). Yield: 45.0%. As a reaction SMILES: [CH:1]1[C:10]2[C:5](=[CH:6][CH:7]=[CH:8][CH:9]=2)[CH:4]=[CH:3][C:2]=1[CH2:11][O:12][C:13]1[CH:14]=[C:15](C(O)(CCC2(C)OCC(C)(C)CO2)CO)[CH:16]=[CH:17][CH:18]=1.[CH3:34][C:35]([CH3:37])=[O:36]>>[C:35]([CH2:37][CH2:34][C:35]1([C:15]2[CH:16]=[CH:17][CH:18]=[C:13]([O:12][CH2:11][C:2]3[CH:3]=[CH:4][C:5]4[C:10](=[CH:9][CH:8]=[CH:7][CH:6]=4)[CH:1]=3)[CH:14]=2)[CH2:37][O:12][C:13]([CH3:14])([CH3:18])[O:36]1)(=[O:36])[CH3:34]. Procedure details: Using the procedure described in Example 1, 2-[3-(naphth-2-ylmethoxy)phenyl]-4-(2,5,5-trimethyl-1,3-dioxan-2-yl)butane-1,2-diol (0.77 g) was reacted with acetone to give 4-(2-acetylethyl)-2,2-dimethyl-4-[3-(naphth-2-ylmethoxy)phenyl]-1,3-dioxolane (0.32 g, 45%), as an oil. Starting materials: C[Al](C)C, COC(=O)c1ccc(C2OCC(SC(C)C(O)(Cn3cncn3)c3ccc(F)cc3F)CO2)cc1, N#Cc1ccc(N)c2ccccc12. Yields the product CC(SC1COC(c2ccc(C(=O)Nc3ccc(C#N)c4ccccc34)cc2)OC1)C(O)(Cn1cncn1)c1ccc(F)cc1F. RXN SMILES: [CH3:14][Al:15]([CH3:16])[CH3:17].[F:18][c:19]1[c:20]([C:26]([CH:27]([CH3:28])[S:29][CH:30]2[CH2:31][O:32][CH:33]([c:36]3[cH:37][cH:38][c:39]([C:40](=[O:41])[O:42][CH3:43])[cH:44][cH:45]3)[O:34][CH2:35]2)([CH2:46][n:47]2[n:48][cH:49][n:50][cH:51]2)[OH:52])[cH:21][cH:22][c:23]([F:25])[cH:24]1.[NH2:1][c:2]1[cH:3][cH:4][c:5]([C:12]#[N:13])[c:6]2[cH:7][cH:8][cH:9][cH:10][c:11]12>>[NH:1]([c:2]1[cH:3][cH:4][c:5]([C:12]#[N:13])[c:6]2[cH:7][cH:8][cH:9][cH:10][c:11]12)[C:40]([c:39]1[cH:38][cH:37][c:36]([CH:33]2[O:32][CH2:31][CH:30]([S:29][CH:27]([C:26]([c:20]3[c:19]([F:18])[cH:24][c:23]([F:25])[cH:22][cH:21]3)([CH2:46][n:47]3[n:48][cH:49][n:50][cH:51]3)[OH:52])[CH3:28])[CH2:35][O:34]2)[cH:45][cH:44]1)=[O:41]. Reactants: C1(C=2C(C(N1C1CCC(CC1)O)=O)=CC=CC2)=O (4-phthalimido cyclohexanol), [Cr](=O)(=O)([O-])Cl.[NH+]1=CC=CC=C1 (pyridinium chlorochromate), C(C)OCC (Diethyl ether). Solvent: ClCCl (dichloromethane). Reaction conditions: time 8 hour. The product is C1(C=2C(C(N1C1CCC(CC1)=O)=O)=CC=CC2)=O (4-phthalimido cyclohexanone). Yield: 90.7%. RXN SMILES: [C:1]1(=[O:18])[N:5]([CH:6]2[CH2:11][CH2:10][CH:9]([OH:12])[CH2:8][CH2:7]2)[C:4](=[O:13])[C:3]2=[CH:14][CH:15]=[CH:16][CH:17]=[C:2]12.[Cr](Cl)([O-])(=O)=O.[NH+]1C=CC=CC=1.C(OCC)C>ClCCl>[C:4]1(=[O:13])[N:5]([CH:6]2[CH2:7][CH2:8][C:9](=[O:12])[CH2:10][CH2:11]2)[C:1](=[O:18])[C:2]2=[CH:17][CH:16]=[CH:15][CH:14]=[C:3]12 |f:1.2|. Procedure: A solution of 4-phthalimido cyclohexanol (7.1 g, 0.029 mole) in dichloromethane (250 ml) was treated with pyridinium chlorochromate (8.6 g, 0.04 mole) and the resulting dark mixture was stirred at room temperature overnight. Diethyl ether (50 ml) was added and the mixture filtered through keiselguhr. The filtrate was concentrated in vacuo and the residue purified by column chromatography (SiO2 ; CHCl3 /EtOAc) to give 4-phthalimido cyclohexanone as a white solid (6.4 g). The reactants are [N+](=O)([O-])C1=CC=CC=C1 (Nitrobenzene), BrC(C(=O)OCC)Br (ethyl dibromoacetate), CC(C)([O-])C.[K+] (potassium tertiarybutoxide). Run in CN(C=O)C (dimethylformamide). The product is BrC(C(=O)OCC)C1=CC=C(C=C1)[N+](=O)[O-] (ethyl 2-bromo-2-(4-nitrophenyl)acetate). As a reaction SMILES: [N+:1]([C:4]1[CH:9]=[CH:8][CH:7]=[CH:6][CH:5]=1)([O-:3])=[O:2].[Br:10][CH:11](Br)[C:12]([O:14][CH2:15][CH3:16])=[O:13].CC(C)([O-])C.[K+]>CN(C)C=O>[Br:10][CH:11]([C:7]1[CH:8]=[CH:9][C:4]([N+:1]([O-:3])=[O:2])=[CH:5][CH:6]=1)[C:12]([O:14][CH2:15][CH3:16])=[O:13] |f:2.3|. Procedure details: Nitrobenzene was treated with ethyl dibromoacetate in dimethylformamide containing potassium tertiarybutoxide at -20° C. to give ethyl 2-bromo-2-(4-nitrophenyl)acetate (1.37 parts) which was dissolved in methanol (50 parts). To this methanol solution was added dropwise separately a solution of bromine (1.72 parts) in methanol (40 parts) and a solution of sodium methoxide (0.56 parts) in methanol (40 parts). The reaction mixture was poured into dilute aqueous hydrochloric acid solution and extrac... Starting materials: COC=1C=C(CC(C#N)=CN2CCOCC2)C=CC1OCC1=CC=C(C=C1)OC (2-{3-methoxy-4-[(4-methoxybenzyl)oxy]benzyl}-3-morpholin-4-ylprop-2-enenitrile), Cl.NC1=CC=CC=C1 (aniline hydrochloride), O (water). Run in C(C)(C)O (isopropanol). Product: N(C1=CC=CC=C1)C=C(C#N)CC1=CC(=C(C=C1)OCC1=CC=C(C=C1)OC)OC (3-anilino-2-{3-methoxy-4-[(4-methoxybenzyl)oxy]benzyl}prop-2-enenitrile). Yield: 71.4%. Reaction SMILES: [CH3:1][O:2][C:3]1[CH:4]=[C:5]([CH:17]=[CH:18][C:19]=1[O:20][CH2:21][C:22]1[CH:27]=[CH:26][C:25]([O:28][CH3:29])=[CH:24][CH:23]=1)[CH2:6][C:7](=[CH:10][N:11]1[CH2:16][CH2:15]OCC1)[C:8]#[N:9].Cl.N[C:32]1[CH:37]=CC=[CH:34][CH:33]=1.O>C(O)(C)C>[NH:11]([CH:10]=[C:7]([CH2:6][C:5]1[CH:17]=[CH:18][C:19]([O:20][CH2:21][C:22]2[CH:23]=[CH:24][C:25]([O:28][CH3:29])=[CH:26][CH:27]=2)=[C:3]([O:2][CH3:1])[CH:4]=1)[C:8]#[N:9])[C:16]1[CH:34]=[CH:33][CH:32]=[CH:37][CH:15]=1 |f:1.2|. Procedure: To a homogeneous solution of 2-{3-methoxy-4-[(4-methoxybenzyl)oxy]benzyl}-3-morpholin-4-ylprop-2-enenitrile (14.5 g, 36.7 mmol) in isopropanol (050 mL) was added aniline hydrochloride (4.9 g, 37.5 mmol), and the mixture was stirred at reflux for 20 minutes, combined with 20 mL of water and cooled in an ice bath for 30 minutes. The resulting precipitate was filtered off, washed with water and air dried to give 13.7 g of crude product. This material was recrystalized from methanol/ethanol to affor... Starting materials: COC=1C=C2C(=C(NC2=CC1)C)C=1C=C(C(=O)OC)C=CC1 (Methyl 3-(5-methoxy-2-methyl-1H-indol-3-yl)benzoate), BrC1=CC=C(CBr)C=C1 (4-bromobenzyl bromide), [H-].[Na+] (NaH), ice water, CCOCC (Et2O). Run in CN(C)C=O (DMF). Conditions: time 1.5 hour. Product: BrC1=CC=C(CN2C(=C(C3=CC(=CC=C23)OC)C=2C=C(C(=O)OC)C=CC2)C)C=C1 (Methyl 3-[1-(4-bromobenzyl)-5-methoxy-2-methyl-1H-indol-3-yl]benzoate). Reaction SMILES: [CH3:1][O:2][C:3]1[CH:4]=[C:5]2[C:9](=[CH:10][CH:11]=1)[NH:8][C:7]([CH3:12])=[C:6]2[C:13]1[CH:14]=[C:15]([CH:20]=[CH:21][CH:22]=1)[C:16]([O:18][CH3:19])=[O:17].[Br:23][C:24]1[CH:31]=[CH:30][C:27]([CH2:28]Br)=[CH:26][CH:25]=1.[H-].[Na+].CCOCC>CN(C=O)C>[Br:23][C:24]1[CH:31]=[CH:30][C:27]([CH2:28][N:8]2[C:9]3[C:5](=[CH:4][C:3]([O:2][CH3:1])=[CH:11][CH:10]=3)[C:6]([C:13]3[CH:14]=[C:15]([CH:20]=[CH:21][CH:22]=3)[C:16]([O:18][CH3:19])=[O:17])=[C:7]2[CH3:12])=[CH:26][CH:25]=1 |f:2.3|. Reported procedure: To a 0° C. mixture of the indole from Step 3 (285 mg, 0.96 mmol) and 4-bromobenzyl bromide (310 mg, 1.05 mmol) in DMF (5 mL) was added NaH (44 mg, 1.1 mmol). The mixture was warmed up to r.t. and stirred for 1.5 h after which time it was poured on a mixture of ice water and Et2O. The organic layer was washed with brine, dried with MgSO4 and the solvent removed to yield a residue which was used as such in the next step.